Dataset: the Open Reaction Database (ORD), a public repository of structured organic reaction records. Task: describe an organic reaction: reactants, conditions, products, and yield Reactants: C(C)OC(CNCC=C)=O (N-allylglycine ethyl ester), Cl.NO (hydroxylamine hydrochloride), C(OC)(OC)OC (trimethyl orthoformate), CC(=O)C1=CC=C(C=C1)N=C=O (4-isocyanatoacetophenone). Run in C1CCOC1 (THF), N1=CC=CC=C1 (pyridine), C1CCOC1 (THF). Product: ON=C(C)C1=CC=C(C=C1)NC(=O)N(CC(=O)OCC)CC=C (N-[4-(1-hydroxyiminoethyl)phenyl]-N'-allyl-N'-ethoxycarbonylmethylurea). Reaction SMILES: [CH2:1]([O:3][C:4](=[O:10])[CH2:5][NH:6][CH2:7][CH:8]=[CH2:9])[CH3:2].[CH3:11][C:12]([C:14]1[CH:19]=[CH:18][C:17]([N:20]=[C:21]=[O:22])=[CH:16][CH:15]=1)=O.Cl.[NH2:24][OH:25].C(OC)(OC)OC>C1COCC1.N1C=CC=CC=1>[OH:25][N:24]=[C:12]([C:14]1[CH:19]=[CH:18][C:17]([NH:20][C:21]([N:6]([CH2:7][CH:8]=[CH2:9])[CH2:5][C:4]([O:3][CH2:1][CH3:2])=[O:10])=[O:22])=[CH:16][CH:15]=1)[CH3:11] |f:2.3|. Reported procedure: A solution of 0.02 mol N-allylglycine ethyl ester, prepared as described by S. B. Hyeon, I. Nagai, H. Iesaka, T. Kajita, and M. Furushima in European Patent Application No. 181,494, in 40 mL of THF is added dropwise to a solution of 0.02 mol of 4-isocyanatoacetophenone, prepared as described by E. E. Kilbourn, D. L. Peardon, and J. E. Ware in U.S. Pat. No. 3,931,203, and 5 mL of pyridine in 40 mL of THF, and the reaction mixture is stirred for 3 hours. The solvent is then removed by rotary evapo... Starting materials: COC1=CC=C(C=NO)C=C1 (4-methoxybenzaldoxime), O (water), ClN1C(CCC1=O)=O (N-chlorosuccinimide), resultant mixture. Solvent: CN(C=O)C (dimethylformamide). Yields the product COC1=CC=C(C(=O)NCl)C=C1 (4-methoxybenzhydroxamic acid chloride). RXN SMILES: [CH3:1][O:2][C:3]1C=CC(C=NO)=[CH:5][CH:4]=1.[Cl:12][N:13]1[C:17](=[O:18])[CH2:16][CH2:15][C:14]1=O.O>CN(C)C=O>[CH3:1][O:2][C:3]1[CH:4]=[CH:5][C:16]([C:17]([NH:13][Cl:12])=[O:18])=[CH:15][CH:14]=1. Reported procedure: Dissolved in 65 ml of dimethylformamide were 6.5 g (43 mmol) of 4-methoxybenzaldoxime, followed by the gradual addition of 6.3 g (47 mmol) of N-chlorosuccinimide at room temperature. After the resultant mixture was stirred for 3 hours, 300 ml of water were added to the reaction mixture. The mixture thus formed was extracted with ethyl ether. The ether layer was washed with saturated saline and then dried over anhydrous magnesium sulfate. The solvent was distilled off, whereby 4-methoxybenzhydrox...